Dataset: the Open Reaction Database (ORD), a public repository of structured organic reaction records. Task: describe an organic reaction: reactants, conditions, products, and yield Reactants: CC#N, ClCCl, CCOC(=O)C1CC(=O)NN1c1ncc(Cl)cc1Cl, [Na+], [Na+], O=C([O-])[O-], O, O=P(Br)(Br)Br. Yields the product CCOC(=O)C1CC(Br)=NN1c1ncc(Cl)cc1Cl. As a reaction SMILES: [CH3:1][C:2]#[N:3].[Cl:34][CH2:35][Cl:36].[Cl:4][c:5]1[c:6]([N:12]2[NH:13][C:14](=[O:22])[CH2:15][CH:16]2[C:17](=[O:18])[O:19][CH2:20][CH3:21])[n:7][cH:8][c:9]([Cl:11])[cH:10]1.[Na+:28].[Na+:29].[O-:30][C:31](=[O:32])[O-:33].[OH2:37].[P:23]([Br:24])([Br:25])([Br:26])=[O:27]>>[Cl:4][c:5]1[c:6]([N:12]2[N:13]=[C:14]([Br:25])[CH2:15][CH:16]2[C:17](=[O:18])[O:19][CH2:20][CH3:21])[n:7][cH:8][c:9]([Cl:11])[cH:10]1. The reactants are Cl (hydrochloric acid), ice, 2R, OC1C[C@@H](N(C1)S(=O)(=O)C1=CC=C(C=C1)C)CO (4-HYDROXY-1-(4-TOLUENESULFONYL)-D-PROLINOL), C1(=CC=C(C=C1)S(=O)(=O)Cl)C (4-toluenesulfonyl chloride). Run in N1=CC=CC=C1 (pyridine). Conditions: temperature 10 celsius, time 2 hour. Yields the product C1(=CC=C(C=C1)S(=O)(=O)N1[C@H](C[C@@H](C1)OS(=O)(=O)C1=CC=C(C=C1)C)COS(=O)(=O)C1=CC=C(C=C1)C)C ((2R, 4S)-1-(4-TOLUENESULFONYL)-2-(4-TOLUENESULFONYLOXYMETHYL)-4-(4-TOLUENESULFONYLOXY)-PYRROLIDINE). Yield: 86.0%. Reaction SMILES: [OH:1][CH:2]1[CH2:6][N:5]([S:7]([C:10]2[CH:15]=[CH:14][C:13]([CH3:16])=[CH:12][CH:11]=2)(=[O:9])=[O:8])[C@@H:4]([CH2:17][OH:18])[CH2:3]1.[C:19]1([CH3:29])[CH:24]=[CH:23][C:22]([S:25](Cl)(=[O:27])=[O:26])=[CH:21][CH:20]=1.Cl>N1C=CC=CC=1>[C:13]1([CH3:16])[CH:14]=[CH:15][C:10]([S:7]([N:5]2[CH2:6][C@@H:2]([O:1][S:25]([C:22]3[CH:23]=[CH:24][C:19]([CH3:29])=[CH:20][CH:21]=3)(=[O:27])=[O:26])[CH2:3][C@@H:4]2[CH2:17][O:18][S:7]([C:10]2[CH:15]=[CH:14][C:13]([CH3:16])=[CH:12][CH:11]=2)(=[O:9])=[O:8])(=[O:9])=[O:8])=[CH:11][CH:12]=1. Reported procedure: To an ice-cold solution of 219.2 g (0.808 mole) of 2R, 4S-1-(4-toluenesulfonyl)-2-hydroxymethyl-4-hydroxy-pyrrolidine (6) in 1 L of pyridine were added 539.2 g (2.828 mole) of 4-toluenesulfonyl chloride in one portion. The temperature rose to 50° C. The mixture was cooled at 10° C. and kept for 2 hours at this temperature and then at room temperature overnight. The mixture was pured into 5 L of 2.4N hydrochloric acid. After cooling, a precipitate was collected, washed with cold water, dried unde... Reactants: Cl.N[C@H]1[C@@H]2N(C(=C(CS2)C)C(=O)OCC(Cl)(Cl)Cl)C1=O (2,2,2-trichloroethyl 7β-amino-3-methyl-3-cephem-4-carboxylate hydrochloride), OC1=C(C=C(C=O)C=C1C(C)(C)C)C(C)(C)C (4-hydroxy-3,5-di-tert.-butylbenzaldehyde), O (water), C([O-])(O)=O.[Na+] (sodium bicarbonate). Run in CO (methanol). Run at time 4 hour. Product: OC1=C(C=C(C=N[C@H]2[C@@H]3N(C(=C(CS3)C)C(=O)OCC(Cl)(Cl)Cl)C2=O)C=C1C(C)(C)C)C(C)(C)C (2,2,2-trichloroethyl 7β-(4-hydroxy-3,5-di-tert.-butylbenzylideneamino)-3-methyl-3-cephem-4-carboxylate). As a reaction SMILES: Cl.[NH2:2][C@@H:3]1[C:19](=[O:20])[N:5]2[C:6]([C:11]([O:13][CH2:14][C:15]([Cl:18])([Cl:17])[Cl:16])=[O:12])=[C:7]([CH3:10])[CH2:8][S:9][C@H:4]12.O.C(=O)(O)[O-].[Na+].[OH:27][C:28]1[C:35]([C:36]([CH3:39])([CH3:38])[CH3:37])=[CH:34][C:31]([CH:32]=O)=[CH:30][C:29]=1[C:40]([CH3:43])([CH3:42])[CH3:41]>CO>[OH:27][C:28]1[C:35]([C:36]([CH3:38])([CH3:37])[CH3:39])=[CH:34][C:31]([CH:32]=[N:2][C@@H:3]2[C:19](=[O:20])[N:5]3[C:6]([C:11]([O:13][CH2:14][C:15]([Cl:16])([Cl:18])[Cl:17])=[O:12])=[C:7]([CH3:10])[CH2:8][S:9][C@H:4]23)=[CH:30][C:29]=1[C:40]([CH3:43])([CH3:42])[CH3:41] |f:0.1,3.4|. Reported procedure: To 10 g. of 2,2,2-trichloroethyl 7β-amino-3-methyl-3-cephem-4-carboxylate hydrochloride was added about 70 ml. of water. About 2.5 g. of sodium bicarbonate was added thereto and, after stirring for a while, the resultant was extracted with ethyl acetate. The extract was dried over anhydrous sodium sulfate and concentrated at a temperature below 35° C. The so obtained free base was dissolved in 40 ml. of methanol and 5 g. of 4-hydroxy-3,5-di-tert.-butylbenzaldehyde was added thereto and stirring ... Reactants: BrCBr (dibromomethane), CC1(NC(CCC1)(C)C)C (2,2,6,6-tetramethylpiperidine), [Li]CCCC (n-BuLi), C(C)OC1=CC(=C(N=N1)C(=O)OCC)C(F)(F)F (ethyl 6-ethoxy-4-(trifluoromethyl)pyridazine-3-carboxylate), Cl (HCl). The solvent is [Cl-].[Na+].O (brine), C1CCOC1 (THF), C1CCOC1 (THF). Run at temperature 0 celsius. The product is BrC(C(=O)C=1N=NC(=CC1C(F)(F)F)OCC)Br (2,2-Dibromo-1-[6-ethoxy-4-(trifluoromethyl)pyridazin-3-yl]ethanone). Reaction SMILES: CC1(C)CCCC(C)(C)N1.[Li]CCCC.[CH2:16]([O:18][C:19]1[N:24]=[N:23][C:22]([C:25]([O:27]CC)=O)=[C:21]([C:30]([F:33])([F:32])[F:31])[CH:20]=1)[CH3:17].[Br:34][CH2:35][Br:36].Cl>C1COCC1.[Cl-].[Na+].O>[Br:34][CH:35]([Br:36])[C:25]([C:22]1[N:23]=[N:24][C:19]([O:18][CH2:16][CH3:17])=[CH:20][C:21]=1[C:30]([F:31])([F:32])[F:33])=[O:27] |f:6.7.8|. Procedure: Dissolve 2,2,6,6-tetramethylpiperidine (19.3 g, 136 mmol) in dry THF (300 mL). Cool the solution to 0° C., and slowly add n-BuLi (2.5M Hexanes; 50 mL, 125 mmol). Stir the mixture at 0° C. for ten minutes, and then cool to −78° C. Add this solution via canula to a mixture of ethyl 6-ethoxy-4-(trifluoromethyl)pyridazine-3-carboxylate (15.0 g, 56.8 mmol; prepared essentially as described by Guillaume et al. (1995) Synthesis 8:920-922) and dibromomethane (23.6 g, 136 mmol) in dry THF (300 mL) at −78... Starting materials: [OH-].[Na+] (sodium hydroxide), OC1=C(C=C(C=C1)CC(=O)OC)[N+](=O)[O-] (Methyl 4-hydroxy-3-nitrophenylacetate), Cl (hydrochloric acid). The product is OC1=C(C=C(C=C1)CC(=O)O)[N+](=O)[O-] (4-hydroxy-3-nitrophenylacetic acid). Reported procedure: Methyl 4-hydroxy-3-nitrophenylacetate (21.1 g, 0.1 mol) was suspended in a mixture of water (55 ml) and methanol (105 ml). The suspension was stirred at room temperature while a solution of sodium hydroxide (8.8 g, 0.22 mol) in water (50 ml) was added dropwise over 20 minutes, maintaining the reaction temperature between 20 and 25° C. by water bath cooling. The resultant dark red solution was stirred at room temperature for 15 minutes, diluted with water and acidified to pH1-2 by addition of 2M ... Run in O (water), O (water), O (water), CO (methanol). Reaction conditions: time 15 minute. Yield: 99.4%. RXN SMILES: [OH:1][C:2]1[CH:7]=[CH:6][C:5]([CH2:8][C:9]([O:11]C)=[O:10])=[CH:4][C:3]=1[N+:13]([O-:15])=[O:14].[OH-].[Na+].Cl>O.CO>[OH:1][C:2]1[CH:7]=[CH:6][C:5]([CH2:8][C:9]([OH:11])=[O:10])=[CH:4][C:3]=1[N+:13]([O-:15])=[O:14] |f:1.2|. Reactants: C1CCOC1, Cl, COC(=O)c1cc2oc(=O)cc(-c3ccc(F)cc3)c2cc1C, [Li+], [OH-]. The product is Cc1cc2c(-c3ccc(F)cc3)cc(=O)oc2cc1C(=O)O. As a reaction SMILES: [CH2:27]1[O:28][CH2:29][CH2:30][CH2:31]1.[ClH:26].[F:1][c:2]1[cH:3][cH:4][c:5](-[c:8]2[cH:9][c:10](=[O:23])[o:11][c:12]3[cH:13][c:14]([C:19](=[O:20])[O:21][CH3:22])[c:15]([CH3:18])[cH:16][c:17]23)[cH:6][cH:7]1.[Li+:25].[OH-:24]>>[F:1][c:2]1[cH:3][cH:4][c:5](-[c:8]2[cH:9][c:10](=[O:23])[o:11][c:12]3[cH:13][c:14]([C:19](=[O:20])[OH:21])[c:15]([CH3:18])[cH:16][c:17]23)[cH:6][cH:7]1. Reactants: B, C1CCOC1, CSC, COC1(OC)CCC(=O)NC1c1cccnc1. Product: COC1(OC)CCCNC1c1cccnc1. Reaction SMILES: [BH3:21].[CH2:22]1[O:23][CH2:24][CH2:25][CH2:26]1.[CH3:18][S:19][CH3:20].[CH3:1][O:2][C:3]1([O:16][CH3:17])[CH:4]([c:10]2[cH:11][n:12][cH:13][cH:14][cH:15]2)[NH:5][C:6](=[O:9])[CH2:7][CH2:8]1>>[CH3:1][O:2][C:3]1([O:16][CH3:17])[CH:4]([c:10]2[cH:11][n:12][cH:13][cH:14][cH:15]2)[NH:5][CH2:6][CH2:7][CH2:8]1.